Dataset: the Open Reaction Database (ORD), a public repository of structured organic reaction records. Task: describe an organic reaction: reactants, conditions, products, and yield Starting materials: CC(C)(C)OC(=O)N1CCC(CN(C2CC(F)(F)CCNC2=O)S(=O)(=O)c2ccc(Cl)cc2)CC1, ClCCl, O=C(O)C(F)(F)F. Product: O=C1NCCC(F)(F)CC1N(CC1CCNCC1)S(=O)(=O)c1ccc(Cl)cc1. RXN SMILES: [C:1]([O:2][C:3](=[O:4])[N:8]1[CH2:9][CH2:10][CH:11]([CH2:14][N:15]([CH:16]2[C:17](=[O:25])[NH:18][CH2:19][CH2:20][C:21]([F:23])([F:24])[CH2:22]2)[S:26](=[O:27])(=[O:28])[c:29]2[cH:30][cH:31][c:32]([Cl:35])[cH:33][cH:34]2)[CH2:12][CH2:13]1)([CH3:5])([CH3:6])[CH3:7].[Cl:43][CH2:44][Cl:45].[OH:36][C:37]([C:38]([F:39])([F:40])[F:41])=[O:42]>>[NH:8]1[CH2:9][CH2:10][CH:11]([CH2:14][N:15]([CH:16]2[C:17](=[O:25])[NH:18][CH2:19][CH2:20][C:21]([F:23])([F:24])[CH2:22]2)[S:26](=[O:27])(=[O:28])[c:29]2[cH:30][cH:31][c:32]([Cl:35])[cH:33][cH:34]2)[CH2:12][CH2:13]1.